From a dataset of the Open Reaction Database (ORD), a public repository of structured organic reaction records. describe an organic reaction: reactants, conditions, products, and yield The reactants are FC1=C(C=C(C=C1)OC)C=1C=CC(=NC1CC(C)(C)C)COC=1C=C(C=CC1C)CCC(=O)OCC (ethyl 3-(3-((5-(2-fluoro-5-methoxyphenyl)-6-neopentylpyridin-2-yl)methoxy)-4-methylphenyl)propanoate), [OH-].[Na+] (sodium hydroxide). Solvent: CO (methanol), C1CCOC1 (THF), O (water). Reaction conditions: time 15 hour. The product is CC(CC1=C(C=CC(=N1)COC=1C=C(C=CC1C)CCC(=O)O)C1=C(C=CC(=C1)OC)F)(C)C (3-(3-((6-(2,2-dimethylpropyl)-5-(2-fluoro-5-methoxyphenyl)pyridin-2-yl)methoxy)-4-methylphenyl)propanoic acid). Isolated yield 92.8%. As a reaction SMILES: [F:1][C:2]1[CH:7]=[CH:6][C:5]([O:8][CH3:9])=[CH:4][C:3]=1[C:10]1[CH:11]=[CH:12][C:13]([CH2:21][O:22][C:23]2[CH:24]=[C:25]([CH2:30][CH2:31][C:32]([O:34]CC)=[O:33])[CH:26]=[CH:27][C:28]=2[CH3:29])=[N:14][C:15]=1[CH2:16][C:17]([CH3:20])([CH3:19])[CH3:18].[OH-].[Na+]>CO.C1COCC1.O>[CH3:18][C:17]([CH3:20])([CH3:19])[CH2:16][C:15]1[N:14]=[C:13]([CH2:21][O:22][C:23]2[CH:24]=[C:25]([CH2:30][CH2:31][C:32]([OH:34])=[O:33])[CH:26]=[CH:27][C:28]=2[CH3:29])[CH:12]=[CH:11][C:10]=1[C:3]1[CH:4]=[C:5]([O:8][CH3:9])[CH:6]=[CH:7][C:2]=1[F:1] |f:1.2|. Procedure details: To a solution of ethyl 3-(3-((5-(2-fluoro-5-methoxyphenyl)-6-neopentylpyridin-2-yl)methoxy)-4-methylphenyl)propanoate (400 mg) in methanol (5.0 mL) and THF (10 mL) was added a solution of sodium hydroxide (333 mg) in water (10 mL), and the mixture was stirred at room temperature for 15 hr. The reaction mixture was concentrated under reduced pressure, and 1N hydrochloric acid was added to the residue to adjust to pH<4. The reaction mixture was extracted with ethyl acetate, and the extract was was... RXN SMILES: [NH:1]1[CH2:6][CH2:5][CH2:4][CH2:3][CH2:2]1.[C:7]([O:10][C:11]1[CH:21]=[CH:20][C:14]([CH:15]=[CH:16][C:17](Cl)=[O:18])=[CH:13][C:12]=1[O:22][CH3:23])(=[O:9])[CH3:8].Cl>N1C=CC=CC=1>[C:7]([O:10][C:11]1[CH:21]=[CH:20][C:14]([CH:15]=[CH:16][C:17]([N:1]2[CH2:6][CH2:5][CH2:4][CH2:3][CH2:2]2)=[O:18])=[CH:13][C:12]=1[O:22][CH3:23])(=[O:9])[CH3:8]. Solvent: N1=CC=CC=C1 (pyridine). Yields the product C(C)(=O)OC1=C(C=C(C=CC(=O)N2CCCCC2)C=C1)OC (1-(4-acetoxy-3-methoxycinnamoyl)piperidine). Reported procedure: 2 ml of piperidine was added to a solution of 5.09 g of 4-acetoxy-3-methoxycinnamoyl chloride in 100 ml of pyridine. The solution was reacted for hours at room temperature. After reaction, 200 ml of 2N hydrochloric acid was added to the reaction solution. The solution was extracted three times with 100 ml of ethyl acetate. The organic layer obtained was washed three times with 2N hydrochloric acid, twice with an aqueous sodium hydrogencarbonate solution and twice with an aqueous sodium chloride ... Starting materials: N1CCCCC1 (piperidine), C(C)(=O)OC1=C(C=C(C=CC(=O)Cl)C=C1)OC (4-acetoxy-3-methoxycinnamoyl chloride), Cl (hydrochloric acid).